From a dataset of the Open Reaction Database (ORD), a public repository of structured organic reaction records. describe an organic reaction: reactants, conditions, products, and yield Reactants: [Si](C)(C)(C(C)(C)C)O[C@@H]1CO[C@H]2[C@@H]1OC[C@H]2OC2=NC=1C(=NC(=C(C1)Cl)I)N2COCC[Si](C)(C)C (2-((3R,3aR,6R,6aS)-6-(tert-butyldimethylsilyloxy)hexahydrofuro[3,2-b]furan-3-yloxy)-6-chloro-5-iodo-3-((2-(tri-methylsilyl)ethoxy)methyl)-3H-imidazo[4,5-b]pyridine), CC1(OB(OC1(C)C)C1=CC=C(C=C1)[C@H]1CC[C@H](CC1)O)C ((cis)-4-(4-(4,4,5,5-tetramethyl-1,3,2-dioxaborolan-2-yl)phenyl)cyclohexanol), Intermediate 7. The product is [Si](C)(C)(C(C)(C)C)O[C@@H]1CO[C@H]2[C@@H]1OC[C@H]2OC2=NC=1C(=NC(=C(C1)Cl)C1=CC=C(C=C1)[C@H]1CC[C@H](CC1)O)N2COCC[Si](C)(C)C ((cis)-4-(4-(2-((3R,3aR,6R,6aS)-6-(tert-Butyldimethylsilyloxy)hexahydrofuro-[3,2-b]furan-3-yloxy)-6-chloro-3-((2-(trimethylsilyl)ethoxy)methyl)-3H-imidazo[4,5-b]-pyridin-5-yl)phenyl)cyclohexanol). RXN SMILES: [Si:1]([O:8][C@H:9]1[C@H:13]2[O:14][CH2:15][C@@H:16]([O:17][C:18]3[N:28]([CH2:29][O:30][CH2:31][CH2:32][Si:33]([CH3:36])([CH3:35])[CH3:34])[C:21]4=[N:22][C:23](I)=[C:24]([Cl:26])[CH:25]=[C:20]4[N:19]=3)[C@H:12]2[O:11][CH2:10]1)([C:4]([CH3:7])([CH3:6])[CH3:5])([CH3:3])[CH3:2].CC1(C)C(C)(C)OB([C:45]2[CH:50]=[CH:49][C:48]([C@@H:51]3[CH2:56][CH2:55][C@H:54]([OH:57])[CH2:53][CH2:52]3)=[CH:47][CH:46]=2)O1>>[Si:1]([O:8][C@H:9]1[C@H:13]2[O:14][CH2:15][C@@H:16]([O:17][C:18]3[N:28]([CH2:29][O:30][CH2:31][CH2:32][Si:33]([CH3:36])([CH3:35])[CH3:34])[C:21]4=[N:22][C:23]([C:45]5[CH:50]=[CH:49][C:48]([C@@H:51]6[CH2:52][CH2:53][C@H:54]([OH:57])[CH2:55][CH2:56]6)=[CH:47][CH:46]=5)=[C:24]([Cl:26])[CH:25]=[C:20]4[N:19]=3)[C@H:12]2[O:11][CH2:10]1)([C:4]([CH3:7])([CH3:6])[CH3:5])([CH3:3])[CH3:2]. Procedure details: The title compound is prepared from 2-((3R,3aR,6R,6aS)-6-(tert-butyldimethylsilyloxy)hexahydrofuro[3,2-b]furan-3-yloxy)-6-chloro-5-iodo-3-((2-(tri-methylsilyl)ethoxy)methyl)-3H-imidazo[4,5-b]pyridine and (cis)-4-(4-(4,4,5,5-tetramethyl-1,3,2-dioxaborolan-2-yl)phenyl)cyclohexanol following a procedure analogous to that described for Intermediate 7 Step 2. LC (method 5): tR=1.21 min; Mass spectrum (ESI+): m/z=716 [M+H]+. Reactants: C(C#C)N(C(=O)C1=CC2=C(N(C(=N2)CNC2=CC=C(C=C2)C#N)C)C=C1)CCC(=O)OCC (1-methyl-2-[N-(4-cyanophenyl)aminomethyl]benzimidazol-5-yl-carboxylic acid-N-propargyl-N-(2-ethoxycarbonylethyl)amide), Cl (hydrochloric acid), C(C)O (ethanol), C([O-])([O-])=O.[NH4+].[NH4+] (ammonium carbonate), C25H28N6O3. The solvent is ClCCl.C(C)O (dichloromethane ethanol). Yields the product Cl.C(C#C)N(C(=O)C1=CC2=C(N(C(=N2)CNC2=CC=C(C=C2)C(N)=N)C)C=C1)CCC(=O)OCC (1-Methyl-2-[N-(4-amidinophenyl)aminomethyl]benzimidazol-5-yl-carboxylic acid-N-propargyl-N-(2-ethoxycarbonylethyl)amide hydrochloride). Yield: 81.0%. RXN SMILES: [CH2:1]([N:4]([CH2:27][CH2:28][C:29]([O:31][CH2:32][CH3:33])=[O:30])[C:5]([C:7]1[CH:26]=[CH:25][C:10]2[N:11]([CH3:24])[C:12]([CH2:14][NH:15][C:16]3[CH:21]=[CH:20][C:19]([C:22]#[N:23])=[CH:18][CH:17]=3)=[N:13][C:9]=2[CH:8]=1)=[O:6])[C:2]#[CH:3].[ClH:34].C(O)C.C(=O)([O-])[O-].[NH4+:42].[NH4+]>ClCCl.C(O)C>[ClH:34].[CH2:1]([N:4]([CH2:27][CH2:28][C:29]([O:31][CH2:32][CH3:33])=[O:30])[C:5]([C:7]1[CH:26]=[CH:25][C:10]2[N:11]([CH3:24])[C:12]([CH2:14][NH:15][C:16]3[CH:21]=[CH:20][C:19]([C:22](=[NH:42])[NH2:23])=[CH:18][CH:17]=3)=[N:13][C:9]=2[CH:8]=1)=[O:6])[C:2]#[CH:3] |f:3.4.5,6.7,8.9|. Procedure details: Prepared analogously to Example 25d from 1-methyl-2-[N-(4-cyanophenyl)aminomethyl]benzimidazol-5-yl-carboxylic acid-N-propargyl-N-(2-ethoxycarbonylethyl)amide, ethanolic hydrochloric acid, ethanol, and ammonium carbonate. Yield: 81% of theory, C25H28N6O3 (460.6); Rf value: 0.094 (silica gel; dichloromethane/ethanol=4:1); EKA mass spectrum: (M+H)+=461; (M+H+Na)++=242; (M+2H)++=231. The reactants are CS(C)=O, CC(C)(C)OC(=O)NCc1cccc(C(F)(F)F)c1F, N#C[K]. Product: CC(C)(C)OC(=O)NCc1cccc(C(F)(F)F)c1C#N. Reaction SMILES: [CH3:24][S:25]([CH3:26])=[O:27].[F:1][c:2]1[c:3]([CH2:12][NH:13][C:14]([O:15][C:16]([CH3:17])([CH3:18])[CH3:19])=[O:20])[cH:4][cH:5][cH:6][c:7]1[C:8]([F:9])([F:10])[F:11].[K:21][C:22]#[N:23]>>[c:2]1([C:22]#[N:23])[c:3]([CH2:12][NH:13][C:14]([O:15][C:16]([CH3:17])([CH3:18])[CH3:19])=[O:20])[cH:4][cH:5][cH:6][c:7]1[C:8]([F:9])([F:10])[F:11]. The reactants are CN(C=CC(=O)C1=C(N=C(S1)N=CN(C)C)C)C (N′-[5-(3-dimethylamino-acryloyl)-4-methyl-thiazol-2-yl]-N,N-dimethyl-formamidine), [N+](=O)(O)[O-].CS(=O)(=O)C1=CC=C(C=C1)NC(=N)N (N-(4-methanesulfonyl-phenyl)-guanidine nitrate). Solvent: CC#N (MeCN). Product: NC=1SC(=C(N1)C)C1=NC(=NC=C1)NC1=CC=C(C=C1)S(=O)(=O)C ([4-(2-Amino-4-methyl-thiazol-5-yl)-pyrimidin-2-yl]-(4-methanesulfonyl-phenyl)-amine). As a reaction SMILES: CN(C)[CH:3]=[CH:4][C:5]([C:7]1[S:11][C:10]([N:12]=CN(C)C)=[N:9][C:8]=1[CH3:17])=O.[N+]([O-])(O)=O.[CH3:23][S:24]([C:27]1[CH:32]=[CH:31][C:30]([NH:33][C:34]([NH2:36])=[NH:35])=[CH:29][CH:28]=1)(=[O:26])=[O:25]>CC#N>[NH2:12][C:10]1[S:11][C:7]([C:5]2[CH:4]=[CH:3][N:36]=[C:34]([NH:33][C:30]3[CH:29]=[CH:28][C:27]([S:24]([CH3:23])(=[O:25])=[O:26])=[CH:32][CH:31]=3)[N:35]=2)=[C:8]([CH3:17])[N:9]=1 |f:1.2|. Reported procedure: By condensation of N′-[5-(3-dimethylamino-acryloyl)-4-methyl-thiazol-2-yl]-N,N-dimethyl-formamidine and N-(4-methanesulfonyl-phenyl)-guanidine nitrate. Yellow solid. Anal. RP-HPLC: tR=13.2 min (0-60% MeCN, purity >97%). 1H-NMR (DMSO-d6) δ: 1.98 (s, 3H, CH3), 2.54 (s, 3H, CH3), 7.06 (d, 1H, J=5.5 Hz, pyrimidinyl-H), 7.80 (m, 2H, Ph-H), 8.00 (m, 2H, Ph-H), 8.45 (d, 1H, J=5.5 Hz, pyrimidinyl-H), 10.05 (sbr, 2H, NH2). MS (ESI+) m/z 362.38 [M+H]+ (C15H15N5O2S2 requires 361.44). Reactants: C(C)(=O)O.N=C1NCCC(C1)C (2-imino-4-methylpiperidine acetate), NC1=NC=CC(=C1)CCC (2-amino-4-(n-propyl)pyridine). The product is C(C)(=O)O.N=C1NCCC(C1)CCC (2-imino-4-(n-propyl)piperidine acetate). Reaction SMILES: [C:1]([OH:4])(=[O:3])[CH3:2].N=C1CC(C)CCN1.[NH2:13][C:14]1[CH:19]=[C:18]([CH2:20][CH2:21][CH3:22])[CH:17]=[CH:16][N:15]=1>>[C:1]([OH:4])(=[O:3])[CH3:2].[NH:13]=[C:14]1[CH2:19][CH:18]([CH2:20][CH2:21][CH3:22])[CH2:17][CH2:16][NH:15]1 |f:0.1,3.4|. Procedure details: The method of preparation of 2-imino-4-methylpiperidine acetate was used to convert 2-amino-4-(n-propyl)pyridine to the title compound except platinum oxide was used as the catalyst. Product was triturated with EtOAc to give a white solid. The analysis of the product was found to be consistent with the proposed structure. MH+=141; 1H NMR (D2O): δ3.35-3.05 (m, 2H); 2.60-2.40 (m, 1H); 2.15-2.00 (m, 1H); 1.80-1.60 (m, 2H); 1.78 (s, 3H); 1.35-1.05 (m, 5H); 0.75-0.65 (m, 3H). Reactants: [Br-].[Br-].[Br-].C[N+](C1=CC=CC=C1)(C)C.C[N+](C)(C)C1=CC=CC=C1.C[N+](C)(C)C1=CC=CC=C1 (trimethylphenylammonium tribromide), C(C)(=O)C=1OC2=C(C1)C=CC=C2C(C)OC(C)=O (2-acetyl-7-(1'-acetoxyethyl)benzofuran). Run in O1CCCC1 (tetrahydrofuran). Reaction conditions: time 6 hour. Product: C(C)(=O)OC(C)C1=CC=CC=2C=C(OC21)C(CBr)=O (7-(1'-acetoxyethyl)-2-bromoacetylbenzofuran). Isolated yield 69.1%. As a reaction SMILES: [Br-:1].[Br-].[Br-].C[N+](C)(C)C1C=CC=CC=1.C[N+](C1C=CC=CC=1)(C)C.C[N+](C1C=CC=CC=1)(C)C.[C:34]([C:37]1[O:38][C:39]2[C:45]([CH:46]([O:48][C:49](=[O:51])[CH3:50])[CH3:47])=[CH:44][CH:43]=[CH:42][C:40]=2[CH:41]=1)(=[O:36])[CH3:35]>O1CCCC1>[C:49]([O:48][CH:46]([C:45]1[C:39]2[O:38][C:37]([C:34](=[O:36])[CH2:35][Br:1])=[CH:41][C:40]=2[CH:42]=[CH:43][CH:44]=1)[CH3:47])(=[O:51])[CH3:50] |f:0.1.2.3.4.5|. Procedure details: 25.1 g of trimethylphenylammonium tribromide were added at 20°-25°C to a stirred solution of 16.4 g of 2-acetyl-7-(1'-acetoxyethyl)benzofuran in 250 ml of dry tetrahydrofuran. The resulting solution was stirred for 6 hours in order to complete the precipitation of trimethylphenylammonium monobromide. The mixture was poured into 1000 ml of water to which sodium chloride was added to saturation. The product was extracted with diethyl ether, the combined diethyl ether extracts were washed with wate... The product is O=C1Nc2ccccc2C(c2ccccc2)N1CCO. Reaction SMILES: [CH3:23][C:24](=[O:25])[O-:26].[CH3:29][OH:30].[Cl:1][c:2]1[cH:3][c:4]2[c:9]([cH:10][cH:11]1)[NH:8][C:7](=[O:12])[N:6]([CH2:13][CH2:14][OH:15])[CH:5]2[c:16]1[cH:17][cH:18][cH:19][cH:20][cH:21]1.[H:27][H:28].[Na+:22]>>[cH:2]1[cH:3][c:4]2[c:9]([cH:10][cH:11]1)[NH:8][C:7](=[O:12])[N:6]([CH2:13][CH2:14][OH:15])[CH:5]2[c:16]1[cH:17][cH:18][cH:19][cH:20][cH:21]1. The reactants are CC(=O)[O-], CO, O=C1Nc2ccc(Cl)cc2C(c2ccccc2)N1CCO, [H][H], [Na+]. Starting materials: [I-], [Na+], CC(=O)NCC1CN(c2ccc(N3CCC4(CC3)CO4)c(F)c2)C(=O)O1, CN(C)C=O, Cc1ccc(S(=O)(=O)O)cc1. Product: CC(=O)NCC1CN(c2ccc(N3CCC(O)(CI)CC3)c(F)c2)C(=O)O1. Reaction SMILES: [I-:28].[Na+:27].[O:1]1[CH2:2][C:3]12[CH2:4][CH2:5][N:6]([c:9]1[c:10]([F:26])[cH:11][c:12]([N:15]3[C:16](=[O:25])[O:17][CH:18]([CH2:20][NH:21][C:22]([CH3:23])=[O:24])[CH2:19]3)[cH:13][cH:14]1)[CH2:7][CH2:8]2.[O:40]=[CH:41][N:42]([CH3:43])[CH3:44].[c:29]1([CH3:30])[cH:31][cH:32][c:33]([S:34]([OH:35])(=[O:36])=[O:37])[cH:38][cH:39]1>>[OH:1][C:3]1([CH2:2][I:28])[CH2:4][CH2:5][N:6]([c:9]2[c:10]([F:26])[cH:11][c:12]([N:15]3[C:16](=[O:25])[O:17][CH:18]([CH2:20][NH:21][C:22]([CH3:23])=[O:24])[CH2:19]3)[cH:13][cH:14]2)[CH2:7][CH2:8]1. Starting materials: COC([C@H](CCCC)N1C(N(C2=CC(=CC=C2C1=O)OC)CC1=CN(C2=CC=CC(=C12)C)C)=O)=O ((S)-2-[1-(1,4-dimethyl-1H-indol-3-ylmethyl)-7-methoxy-2,4-dioxo-1,4-dihydro-2H-quinazolin-3-yl]-hexanoic acid methyl ester), LiOH monohydrate. The solvent is O1CCOCC1 (dioxane), O (H2O). Conditions: temperature 60 celsius, time 4 hour. The product is CN1C=C(C2=C(C=CC=C12)C)CN1C(N(C(C2=CC=C(C=C12)OC)=O)[C@H](C(=O)O)CCCC)=O ((S)-2-[1-(1,4-dimethyl-1H-indol-3-ylmethyl)-7-methoxy-2,4-dioxo-1,4-dihydro-2H-quinazolin-3-yl]-hexanoic acid). RXN SMILES: C[O:2][C:3](=[O:35])[C@@H:4]([N:9]1[C:18](=[O:19])[C:17]2[C:12](=[CH:13][C:14]([O:20][CH3:21])=[CH:15][CH:16]=2)[N:11]([CH2:22][C:23]2[C:31]3[C:26](=[CH:27][CH:28]=[CH:29][C:30]=3[CH3:32])[N:25]([CH3:33])[CH:24]=2)[C:10]1=[O:34])[CH2:5][CH2:6][CH2:7][CH3:8]>O1CCOCC1.O>[CH3:33][N:25]1[C:26]2[C:31](=[C:30]([CH3:32])[CH:29]=[CH:28][CH:27]=2)[C:23]([CH2:22][N:11]2[C:12]3[C:17](=[CH:16][CH:15]=[C:14]([O:20][CH3:21])[CH:13]=3)[C:18](=[O:19])[N:9]([C@@H:4]([CH2:5][CH2:6][CH2:7][CH3:8])[C:3]([OH:35])=[O:2])[C:10]2=[O:34])=[CH:24]1. Reported procedure: To a solution of (S)-2-[1-(1,4-dimethyl-1H-indol-3-ylmethyl)-7-methoxy-2,4-dioxo-1,4-dihydro-2H-quinazolin-3-yl]-hexanoic acid methyl ester (145 mg, 0.30 mmol) in dioxane (2.5 ml) is added a solution of LiOH monohydrate (50 mg, 1.19 mmol) in H2O (2.5 mL). The resulting mixture is stirred at 60° C. for 4 hours. The reaction mixture is allowed to cool to room temperature, quenched with 4M HCl in dioxane (500 μL) and is concentrated. The resulting residue is triturated with H2O and MeOH to afford (...